From a dataset of the Open Reaction Database (ORD), a public repository of structured organic reaction records. describe an organic reaction: reactants, conditions, products, and yield Reactants: C(=O)(OCC)C1(CC2=CC=CC=C2C1)C(=O)OCC (2,2-dicarboethoxy-indan), [OH-].[Li+] (lithium hydroxide). The solvent is C(C)O (ethanol). Reaction conditions: time 8 hour. Product: C(=O)(O)C1CC2=CC=CC=C2C1 (2-carboxy-indan). Yield: 71.0%. RXN SMILES: [C:1]([C:6]1(C(OCC)=O)[CH2:14][C:13]2[C:8](=[CH:9][CH:10]=[CH:11][CH:12]=2)[CH2:7]1)([O:3]CC)=[O:2].[OH-].[Li+]>C(O)C>[C:1]([CH:6]1[CH2:14][C:13]2[C:8](=[CH:9][CH:10]=[CH:11][CH:12]=2)[CH2:7]1)([OH:3])=[O:2] |f:1.2|. Procedure details: Dissolve 2,2-dicarboethoxy-indan (5.67 g, 21.7 mmol) in ethanol (150 mL). Add 1N lithium hydroxide (50 mL) and stir overnight at room temperature. Reflux for 1 hour and concentrate the solution in vacuo. Partition between ethyl acetate and 6N hydrochloric acid. Separate the organic phase and wash with brine. Dry (MgSO4) and evaporate the solvent in vacuo to give an off-white solid. Distill (120°-160° C. @0.2-0.5 mmHg) to give 2-carboxy-indan (2.5 g, 71%).